From a dataset of the Open Reaction Database (ORD), a public repository of structured organic reaction records. describe an organic reaction: reactants, conditions, products, and yield Starting materials: ClC1=NC(=NC2=C1SCC(N2C)=O)CC (4-Chloro-6,7-dihydro-2-ethyl-8-methylpyrimido [5,4-b][1,4]thiazin-7-one), O.NN (Hydrazine monohydrate), resultant mixture. Solvent: C(CCC)O (n-butanol). The product is C(C)C=1N=C(C=2SCC(N(C2N1)C)=O)NN (6,7-dihydro-2-ethyl-4-hydrazino-8-methylpyrimido [5,4-b][1,4]thiazin-7-one). Isolated yield 81.2%. As a reaction SMILES: Cl[C:2]1[C:7]2[S:8][CH2:9][C:10](=[O:13])[N:11]([CH3:12])[C:6]=2[N:5]=[C:4]([CH2:14][CH3:15])[N:3]=1.O.[NH2:17][NH2:18]>C(O)CCC>[CH2:14]([C:4]1[N:3]=[C:2]([NH:17][NH2:18])[C:7]2[S:8][CH2:9][C:10](=[O:13])[N:11]([CH3:12])[C:6]=2[N:5]=1)[CH3:15] |f:1.2|. Procedure: 4-Chloro-6,7-dihydro-2-ethyl-8-methylpyrimido-[5,4-b][1,4]thiazin-7-one from Example 119 (2.4 g, 9.93 mmole) was suspended in approximately 100 ml of n-butanol. Hydrazine monohydrate (0.99 g, 19.9 mmole) was added and the resultant mixture was refluxed for about 20 hours. The reaction mixture was allowed to cool and the precipitate was separated by filtration, washed with water and dried, providing 1.93 g (81%) of 6,7-dihydro-2-ethyl-4-hydrazino-8-methylpyrimido [5,4-b][1,4]thiazin-7-one. Infrar... Starting materials: C#CC1(O)CCN(C(C)=O)CC1, Fc1ccccc1CCl, [H-], [H][H], [Na+], CN(C)C=O, O. Product: C#CC1(OCc2ccccc2F)CCN(C(C)=O)CC1. As a reaction SMILES: [C:3]([CH3:4])(=[O:5])[N:6]1[CH2:7][CH2:8][C:9]([OH:12])([C:13]#[CH:14])[CH2:10][CH2:11]1.[F:17][c:18]1[c:19]([CH2:20][Cl:21])[cH:22][cH:23][cH:24][cH:25]1.[H-:1].[H:15][H:16].[Na+:2].[O:26]=[CH:27][N:28]([CH3:29])[CH3:30].[OH2:31]>>[C:3]([CH3:4])(=[O:5])[N:6]1[CH2:7][CH2:8][C:9]([O:12][CH2:20][c:19]2[c:18]([F:17])[cH:25][cH:24][cH:23][cH:22]2)([C:13]#[CH:14])[CH2:10][CH2:11]1. The reactants are CI (Methyl iodide), NC1=NC(NC(=C1)N)=S (4,6-diaminopyrimidine-2(1H)thione). Solvent: [OH-].[Na+] (sodium hydroxide). Product: thione, NC(=S)N (thiourea), C(CC#N)#N (malononitrile). Reaction SMILES: CI.[NH2:3][C:4]1[CH:9]=[C:8](N)[NH:7][C:6](=[S:11])[N:5]=1>[OH-].[Na+]>[NH2:5][C:6]([NH2:7])=[S:11].[C:8](#[N:7])[CH2:9][C:4]#[N:3] |f:2.3|. Reported procedure: Methyl iodide (169.0 g., 1.19 mole) is added in one portion to a stirred solution of 4,6-diaminopyrimidine-2(1H)thione (146 g., 1.02 mole) in 1.0 liter 1N sodium hydroxide. The thione starting material is obtained by reaction of thiourea and malononitrile according to Kikugawa, et al., Chem. Pharm. Bull., 25(7), 1811-1821 (1977). In about five minutes following the addition a precipitate forms. After stirring overnight, the reaction mixture is filtered and air-dried affording 135.1 g. (81%) of 4... Reactants: solid, Cl.Cl.Cl.O1COC2=C1C=CC=C2N2CCN(CC2)CC[C@@H]2CC[C@H](CC2)N (Trans-4-[2-(4-Benzo[1,3]dioxol-4-yl-piperazin-1-yl)-ethyl]-cyclohexylamine trihydrochloride), Cl.Cl.Cl.O1COC2=C1C=CC=C2N2CCN(CC2)CC[C@@H]2CC[C@H](CC2)N (Trans-4-[2-(4-Benzo[1,3]dioxol-4-yl-piperazin-1-yl)-ethyl]-cyclohexylamine trihydrochloride), C(#N)C1=CC=C(C(=O)O)C=C1 (4-cyanobenzoic acid). The product is O1COC2=C1C=CC=C2N2CCN(CC2)CC[C@@H]2CC[C@H](CC2)NC(C2=CC=C(C=C2)C#N)=O (Trans-N-{4-[2-(4-Benzo[1,3]dioxol-4-yl-piperazin-1-yl)-ethyl]-cyclohexyl}-4-cyano-benzamide). RXN SMILES: Cl.Cl.Cl.[O:4]1[C:8]2[CH:9]=[CH:10][CH:11]=[C:12]([N:13]3[CH2:18][CH2:17][N:16]([CH2:19][CH2:20][C@H:21]4[CH2:26][CH2:25][C@H:24]([NH2:27])[CH2:23][CH2:22]4)[CH2:15][CH2:14]3)[C:7]=2[O:6][CH2:5]1.[C:28]([C:30]1[CH:38]=[CH:37][C:33]([C:34](O)=[O:35])=[CH:32][CH:31]=1)#[N:29]>>[O:4]1[C:8]2[CH:9]=[CH:10][CH:11]=[C:12]([N:13]3[CH2:18][CH2:17][N:16]([CH2:19][CH2:20][C@H:21]4[CH2:26][CH2:25][C@H:24]([NH:27][C:34](=[O:35])[C:33]5[CH:37]=[CH:38][C:30]([C:28]#[N:29])=[CH:31][CH:32]=5)[CH2:23][CH2:22]4)[CH2:15][CH2:14]3)[C:7]=2[O:6][CH2:5]1 |f:0.1.2.3|. Procedure: The title compound, white solid (22.6 mg, 60.2%), MS (ISP) m/z=461.3 [(M+H)+], was prepared in accordance with the general method of example 1 from Trans-4-[2-(4-Benzo[1,3]dioxol-4-yl-piperazin-1-yl)-ethyl]-cyclohexylamine hydrochloride (Intermediate A) (30 mg, 81.5 mmol) and 4-cyanobenzoic acid. The product is O=C(O)Cc1nc(-c2ccc(Cl)cc2)oc1-c1ccoc1. Reaction SMILES: [CH3:24][OH:25].[Cl:1][c:2]1[cH:3][cH:4][c:5](-[c:8]2[o:9][c:10](-[c:19]3[cH:20][o:21][cH:22][cH:23]3)[c:11]([CH2:13][C:14](=[O:15])[O:16][CH2:17][CH3:18])[n:12]2)[cH:6][cH:7]1.[K+:27].[OH-:26].[OH2:28]>>[Cl:1][c:2]1[cH:3][cH:4][c:5](-[c:8]2[o:9][c:10](-[c:19]3[cH:20][o:21][cH:22][cH:23]3)[c:11]([CH2:13][C:14](=[O:15])[OH:16])[n:12]2)[cH:6][cH:7]1. The reactants are CO, CCOC(=O)Cc1nc(-c2ccc(Cl)cc2)oc1-c1ccoc1, [K+], [OH-], O. The reactants are BrC1C(C2=CC=C(C=C2C1)Cl)=O (2-bromo-5-chloroindan-1-one), S(N)(=O)(=O)C1=CC=C(C(=S)N)C=C1 (4-sulfamoylthiobenzamide). Product: ClC1=CC=2CC3C(N=C(S3)C3=CC=C(C=C3)S(=O)(=O)N)(C2C=C1)O (4-(6-Chloro-3a-hydroxy-8,8a-dihydro-3aH-indeno[1,2-d]thiazol-2-yl)benzenesulfonamide). Reaction SMILES: Br[CH:2]1[CH2:10][C:9]2[C:4](=[CH:5][CH:6]=[C:7]([Cl:11])[CH:8]=2)[C:3]1=[O:12].[S:13]([C:17]1[CH:25]=[CH:24][C:20]([C:21]([NH2:23])=[S:22])=[CH:19][CH:18]=1)(=[O:16])(=[O:15])[NH2:14]>>[Cl:11][C:7]1[CH:6]=[CH:5][C:4]2[C:3]3([OH:12])[N:23]=[C:21]([C:20]4[CH:19]=[CH:18][C:17]([S:13]([NH2:14])(=[O:15])=[O:16])=[CH:25][CH:24]=4)[S:22][CH:2]3[CH2:10][C:9]=2[CH:8]=1. Procedure details: 4-(6-Chloro-3a-hydroxy-8,8a-dihydro-3aH-indeno[1,2-d]thiazol-2-yl)benzenesulfonamide is prepared in a similar manner by reacting 2-bromo-5-chloroindan-1-one with 4-sulfamoylthiobenzamide. The compound has a melting point of 160° C. The reactants are COC(=O)C1=CC=CC=2N=C(OC21)N2[C@@H](CCCC2)C(=O)O ((2S)-1-[7-(methoxy)carbonyl-1,3-benzoxazol-2-yl]-2-piperidinecarboxylic acid), C[C@@H]1N([C@@H](CCC1)C)CCN (2-[(cis)-2,6-dimethyl-1-piperidinyl]ethylamine). The product is title compound, N (ammonia), C[C@@H]1N([C@@H](CCC1)C)CCNC(=O)[C@H]1N(CCCC1)C=1OC2=C(N1)C=CC=C2C(=O)OC ((2S)-N-2-[(cis)-2,6-dimethyl-1-piperidinyl]ethyl-1-[7-(methoxy)carbonyl-1,3-benzoxazol-2-yl]-2-piperidinecarboxamide). As a reaction SMILES: [CH3:1][O:2][C:3]([C:5]1[C:13]2[O:12][C:11]([N:14]3[CH2:19][CH2:18][CH2:17][CH2:16][C@H:15]3[C:20]([OH:22])=O)=[N:10][C:9]=2[CH:8]=[CH:7][CH:6]=1)=[O:4].[CH3:23][C@H:24]1[CH2:29][CH2:28][CH2:27][C@@H:26]([CH3:30])[N:25]1[CH2:31][CH2:32][NH2:33]>>[NH3:10].[CH3:23][C@H:24]1[CH2:29][CH2:28][CH2:27][C@@H:26]([CH3:30])[N:25]1[CH2:31][CH2:32][NH:33][C:20]([C@@H:15]1[CH2:16][CH2:17][CH2:18][CH2:19][N:14]1[C:11]1[O:12][C:13]2[C:5]([C:3]([O:2][CH3:1])=[O:4])=[CH:6][CH:7]=[CH:8][C:9]=2[N:10]=1)=[O:22]. Procedure: The title compound was prepared by a similar method to Example 1 from (2S)-1-[7-(methoxy)carbonyl-1,3-benzoxazol-2-yl]-2-piperidinecarboxylic acid [see Preparation 51] and 2-[(cis)-2,6-dimethyl-1-piperidinyl]ethylamine [J. Med. Chem., 27(5), (1984), 684-691]. The crude product was purified by column chromatography on silica gel, eluting with a solvent gradient of 100:0:0 changing to 99:1:0 then 80:20:10, by volume, dichloromethane:methanol:0.88 aqueous ammonia solution to afford (2S)-N-2-[(cis)-...